Dataset: the Open Reaction Database (ORD), a public repository of structured organic reaction records. Task: describe an organic reaction: reactants, conditions, products, and yield Reactants: O (water), BrC1=CC=CC2=C1C(N1[C@H](C=3N2C=NC3)CCC1)=O ((S)-8-bromo-11,12,13,13a-tetrahydro-9H-imidazo[1,5-a]pyrrolo[2,1-c][1,4]benzodiazepin-9-one), II (iodine), C([O-])([O-])=O.[K+].[K+] (potassium carbonate). Run in CN(C=O)C (N,N-dimethylformamide). Conditions: time 30 minute. Yields the product BrC1=CC=CC2=C1C(N1[C@H](C=3N2C=NC3I)CCC1)=O ((S)-8-bromo-11,12,13,13a-tetrahydro-1-iodo-9H-imidazo[1,5-a]pyrrolo[2,1-c][1,4]benzodiazepin-9-one). RXN SMILES: [Br:1][C:2]1[C:7]2[C:8](=[O:19])[N:9]3[CH2:18][CH2:17][CH2:16][C@H:10]3[C:11]3[N:12]([CH:13]=[N:14][CH:15]=3)[C:6]=2[CH:5]=[CH:4][CH:3]=1.[I:20]I.C(=O)([O-])[O-].[K+].[K+].O>CN(C)C=O>[Br:1][C:2]1[C:7]2[C:8](=[O:19])[N:9]3[CH2:18][CH2:17][CH2:16][C@H:10]3[C:11]3[N:12]([CH:13]=[N:14][C:15]=3[I:20])[C:6]=2[CH:5]=[CH:4][CH:3]=1 |f:2.3.4|. Procedure: 15.90 g (50 mmol) of (S)-8-bromo-11,12,13,13a-tetrahydro-9H-imidazo[1,5-a]pyrrolo[2,1-c][1,4]benzodiazepin-9-one was stirred at 100° for 3 hours with 44 g (175 mmol) of iodine and 14 g (100 mmol) of potassium carbonate in 100 ml of N,N-dimethylformamide. The reaction mixture was poured into 1 l of water and, after stirring for 30 minutes, the precipitated product was filtered off. The filter residue was rinsed with water, dried and recrystallized from N,N-dimethylformamide. There was obtained (S...